This data is from the Open Reaction Database (ORD), a public repository of structured organic reaction records. The task is: describe an organic reaction: reactants, conditions, products, and yield Reactants: CS(C)=O, Fc1ccc2[nH]cc(C3=CCNCC3)c2c1, c1cc(OCC2CO2)c2cc[nH]c2c1. Yields the product OC(COc1cccc2[nH]ccc12)CN1CC=C(c2c[nH]c3ccc(F)cc23)CC1. As a reaction SMILES: [CH3:31][S:32]([CH3:33])=[O:34].[F:1][c:2]1[cH:3][c:4]2[c:5]([C:11]3=[CH:16][CH2:15][NH:14][CH2:13][CH2:12]3)[cH:6][nH:7][c:8]2[cH:9][cH:10]1.[O:17]1[CH:18]([CH2:20][O:21][c:22]2[c:23]3[cH:24][cH:25][nH:26][c:27]3[cH:28][cH:29][cH:30]2)[CH2:19]1>>[F:1][c:2]1[cH:3][c:4]2[c:5]([C:11]3=[CH:16][CH2:15][N:14]([CH2:19][CH:18]([OH:17])[CH2:20][O:21][c:22]4[c:23]5[cH:24][cH:25][nH:26][c:27]5[cH:28][cH:29][cH:30]4)[CH2:13][CH2:12]3)[cH:6][nH:7][c:8]2[cH:9][cH:10]1. Starting materials: CC1(OC2=CC=C(C=C2C(C1O)NC1=NN(C(C=C1)=O)C)C#N)C (2,2-dimethyl-4-(1-methyl-1,6-dihydro-6-oxo-3-pyridazinyl-amino)-6-cyano-3-chromanol), C(C)(=O)OC(C)=O (acetic anhydride). Yields the product CC1(OC2=CC=C(C=C2C(=C1OC(C)=O)NC1=NN(C(C=C1)=O)C)C#N)C (2,2-dimethyl-3-acetoxy-4-(1-methyl-1,6-dihydro-6-oxo-3-pyridazinyl-amino)-6-cyano-3-chromene). RXN SMILES: [CH3:1][C:2]1([CH3:24])[CH:11]([OH:12])[CH:10]([NH:13][C:14]2[CH:19]=[CH:18][C:17](=[O:20])[N:16]([CH3:21])[N:15]=2)[C:9]2[C:4](=[CH:5][CH:6]=[C:7]([C:22]#[N:23])[CH:8]=2)[O:3]1.[C:25](OC(=O)C)(=[O:27])[CH3:26]>>[CH3:1][C:2]1([CH3:24])[C:11]([O:12][C:25](=[O:27])[CH3:26])=[C:10]([NH:13][C:14]2[CH:19]=[CH:18][C:17](=[O:20])[N:16]([CH3:21])[N:15]=2)[C:9]2[C:4](=[CH:5][CH:6]=[C:7]([C:22]#[N:23])[CH:8]=2)[O:3]1. Procedure details: 2.0 g of 2,2-dimethyl-4-(1-methyl-1,6-dihydro-6-oxo-3-pyridazinyl-amino)-6-cyano-3-chromanol are boiled in 20 ml of acetic anhydride for 2 hours. Customary working-up gives 2,2-dimethyl-3-acetoxy-4-(1-methyl-1,6-dihydro-6-oxo-3-pyridazinyl-amino)-6-cyano-3-chromene, m.p. 110°-112°. Starting materials: C1COCCOCCOCCOCCO1, CCOC(C)=O, O=S(=O)(Cl)c1ccc(Cl)nc1, [H-], [Na+], C1CCOC1, O=Cc1c[nH]c(-c2ccccc2)c1. The product is O=Cc1cc(-c2ccccc2)n(S(=O)(=O)c2ccc(Cl)nc2)c1. Reaction SMILES: [CH2:16]1[O:17][CH2:18][CH2:19][O:20][CH2:21][CH2:22][O:23][CH2:24][CH2:25][O:26][CH2:27][CH2:28][O:29][CH2:30]1.[CH3:47][CH2:48][O:49][C:50](=[O:51])[CH3:52].[Cl:31][c:32]1[cH:33][cH:34][c:35]([S:38](=[O:39])(=[O:40])[Cl:41])[cH:36][n:37]1.[H-:14].[Na+:15].[O:42]1[CH2:43][CH2:44][CH2:45][CH2:46]1.[c:1]1(-[c:7]2[cH:8][c:9]([CH:12]=[O:13])[cH:10][nH:11]2)[cH:2][cH:3][cH:4][cH:5][cH:6]1>>[c:1]1(-[c:7]2[cH:8][c:9]([CH:12]=[O:13])[cH:10][n:11]2[S:38]([c:35]2[cH:34][cH:33][c:32]([Cl:31])[n:37][cH:36]2)(=[O:39])=[O:40])[cH:2][cH:3][cH:4][cH:5][cH:6]1.